This data is from the Open Reaction Database (ORD), a public repository of structured organic reaction records. The task is: describe an organic reaction: reactants, conditions, products, and yield The reactants are COC([C@H](C)C=1C=C(C=C(C1)C(F)(F)F)C1=C(C=C(C=C1)C(F)(F)F)CN(C(=O)NCC1=CC=CC=C1)CC)=O ((R)-2-[2′-(3-benzyl-1-ethyl-ureidomethyl)-5,4′-bis-trifluoromethyl-biphenyl-3-yl]-propionic acid methyl ester), [OH-].[Li+] (lithium hydroxide), OO (hydrogen peroxide), Cl (HCl). The solvent is O (H2O), C1CCOC1 (THF). Conditions: time 8 hour. Yields the product C(C1=CC=CC=C1)NC(N(CC)CC1=C(C=CC(=C1)C(F)(F)F)C1=CC(=CC(=C1)C(F)(F)F)[C@H](C(=O)O)C)=O ((R)-2-[2′-(3-Benzyl-1-ethyl-ureidomethyl)-5,4′-bis-trifluoromethyl-biphenyl-3-yl]-propionic acid). As a reaction SMILES: C[O:2][C:3](=[O:40])[C@@H:4]([C:6]1[CH:7]=[C:8]([C:16]2[CH:21]=[CH:20][C:19]([C:22]([F:25])([F:24])[F:23])=[CH:18][C:17]=2[CH2:26][N:27]([CH2:38][CH3:39])[C:28]([NH:30][CH2:31][C:32]2[CH:37]=[CH:36][CH:35]=[CH:34][CH:33]=2)=[O:29])[CH:9]=[C:10]([C:12]([F:15])([F:14])[F:13])[CH:11]=1)[CH3:5].[OH-].[Li+].OO.Cl>O.C1COCC1>[CH2:31]([NH:30][C:28](=[O:29])[N:27]([CH2:26][C:17]1[CH:18]=[C:19]([C:22]([F:23])([F:24])[F:25])[CH:20]=[CH:21][C:16]=1[C:8]1[CH:9]=[C:10]([C:12]([F:13])([F:14])[F:15])[CH:11]=[C:6]([C@@H:4]([CH3:5])[C:3]([OH:40])=[O:2])[CH:7]=1)[CH2:38][CH3:39])[C:32]1[CH:37]=[CH:36][CH:35]=[CH:34][CH:33]=1 |f:1.2|. Reported procedure: To a solution of (R)-2-[2′-(3-benzyl-1-ethyl-ureidomethyl)-5,4′-bis-trifluoromethyl-biphenyl-3-yl]-propionic acid methyl ester (0.036 g, 0.06 mmol) in 1:1 THF:H2O was added lithium hydroxide (0.005 g, 0.12 mmol) and hydrogen peroxide (29% in water; 0.01 mL, 0.12 mmol). The reaction was stirred at room temperature overnight, and then the mixture was acidified to pH 5 with 10% aqueous HCl. The solution was extracted with EtOAc, and the crude material was purified by preparative HPLC to give the ti... The reactants are Cl.C(C)N=C=NCCCN(C)C (1-ethyl-3-(3'-dimethylaminopropyl)carbodiimide hydrochloride), O (Water), NC=1SC=C(N1)C(C(=O)OCC)=O (Ethyl 2-(2-aminothiazol-4-yl)glyoxylate), C(=O)(OC(C)(C)C)N[C@@H](C)C(=O)O (Boc-L-alanine). The reagents and catalysts are CN(C1=CC=NC=C1)C (4-dimethylaminopyridine). Solvent: CN(C=O)C (DMF), CN(C=O)C (N,N-dimethylformamide). Reaction conditions: time 5 hour. Yields the product C(=O)(OC(C)(C)C)N[C@@H](C)C(=O)NC=1SC=C(N1)C(C(=O)OCC)=O (ethyl 2-[2-(Boc-L-alanyl)aminothiazol-4-yl]glyoxylate). Isolated yield 71.4%. RXN SMILES: [NH2:1][C:2]1[S:3][CH:4]=[C:5]([C:7](=[O:13])[C:8]([O:10][CH2:11][CH3:12])=[O:9])[N:6]=1.[C:14]([NH:21][C@H:22]([C:24](O)=[O:25])[CH3:23])([O:16][C:17]([CH3:20])([CH3:19])[CH3:18])=[O:15].Cl.C(N=C=NCCCN(C)C)C.O>CN(C)C=O.CN(C)C1C=CN=CC=1>[C:14]([NH:21][C@H:22]([C:24]([NH:1][C:2]1[S:3][CH:4]=[C:5]([C:7](=[O:13])[C:8]([O:10][CH2:11][CH3:12])=[O:9])[N:6]=1)=[O:25])[CH3:23])([O:16][C:17]([CH3:18])([CH3:20])[CH3:19])=[O:15] |f:2.3|. Procedure details: Ethyl 2-(2-aminothiazol-4-yl)glyoxylate (4.0 g) and Boc-L-alanine (5.67 g) were dissolved in 40 ml of N,N-dimethylformamide (hereafter abbreviated as DMF), and thereto was added 1-ethyl-3-(3'-dimethylaminopropyl)carbodiimide hydrochloride (5.74 g) under ice-cooling followed by addition of 4-dimethylaminopyridine (0.4 g). The mixture was stirred at room temperature for 5 hours. Water (400 ml) was added thereto, and the mixture was extracted twice with ethyl acetate (300 ml). The ethyl acetate lay... Starting materials: C[Si](O[C@@H]1[C@H](CCC1)NC(OC(C)(C)C)=O)(C)C (tert-Butyl N-[(1S,2S)-2-trimethylsilyloxycyclopentyl]carbamate), [F-].C(CCC)[N+](CCCC)(CCCC)CCCC (tetrabutylammonium fluoride), O (Water). Run in C1CCOC1 (THF). Yields the product O[C@@H]1[C@H](CCC1)NC(OC(C)(C)C)=O (tert-Butyl N-[(1S,2S)-2-hydroxycyclopentyl]carbamate). Yield: 89.8%. RXN SMILES: C[Si](C)(C)[O:3][C@H:4]1[CH2:8][CH2:7][CH2:6][C@@H:5]1[NH:9][C:10](=[O:16])[O:11][C:12]([CH3:15])([CH3:14])[CH3:13].[F-].C([N+](CCCC)(CCCC)CCCC)CCC.O>C1COCC1>[OH:3][C@H:4]1[CH2:8][CH2:7][CH2:6][C@@H:5]1[NH:9][C:10](=[O:16])[O:11][C:12]([CH3:14])([CH3:13])[CH3:15] |f:1.2|. Procedure details: tert-Butyl N-[(1S,2S)-2-trimethylsilyloxycyclopentyl]carbamate (15.5 g, 56.7 mmol) and tetrabutylammonium fluoride (85.0 mL, 85.0 mmol) in THF (113 mL) are stirred at room temperature for 1 h. Water (50 mL) is added and the mixture is concentrated in vacuo to remove the THF. The resulting mixture is extracted with EtOAc (3×75 mL). The combined organic portions are washed with brine (2×30 mL), dried over sodium sulfate, filtered, and concentrated to give 14.7 g of crude product as a yellow oil. T... Reactants: CC(=O)O[BH-](OC(C)=O)OC(C)=O, CC(C)=O, CC(Cl)Cl, CC(=O)N1CC(Oc2cccc(F)c2)CC1C(=O)N1CCCNCC1, [Na+]. Product: CC(=O)N1CC(Oc2cccc(F)c2)CC1C(=O)N1CCCN(C(C)C)CC1. As a reaction SMILES: [C:30]([O:31][BH-:32]([O:33][C:34](=[O:35])[CH3:36])[O:37][C:38](=[O:39])[CH3:40])(=[O:41])[CH3:42].[CH3:26][C:27]([CH3:28])=[O:29].[Cl:44][CH:45]([Cl:46])[CH3:47].[N:1]1([C:8](=[O:9])[CH:10]2[N:11]([C:23]([CH3:24])=[O:25])[CH2:12][CH:13]([O:15][c:16]3[cH:17][c:18]([F:22])[cH:19][cH:20][cH:21]3)[CH2:14]2)[CH2:2][CH2:3][NH:4][CH2:5][CH2:6][CH2:7]1.[Na+:43]>>[N:1]1([C:8](=[O:9])[CH:10]2[N:11]([C:23]([CH3:24])=[O:25])[CH2:12][CH:13]([O:15][c:16]3[cH:17][c:18]([F:22])[cH:19][cH:20][cH:21]3)[CH2:14]2)[CH2:2][CH2:3][N:4]([CH:27]([CH3:26])[CH3:28])[CH2:5][CH2:6][CH2:7]1. Reactants: Cc1ccccc1, Fc1ccc(C2(c3ccc(F)cc3)CO2)cc1. The product is O=CC(c1ccc(F)cc1)c1ccc(F)cc1. RXN SMILES: [CH3:18][c:19]1[cH:20][cH:21][cH:22][cH:23][cH:24]1.[F:1][c:2]1[cH:3][cH:4][c:5]([C:8]2([c:11]3[cH:12][cH:13][c:14]([F:17])[cH:15][cH:16]3)[O:9][CH2:10]2)[cH:6][cH:7]1>>[F:1][c:2]1[cH:3][cH:4][c:5]([CH:8]([CH:10]=[O:9])[c:11]2[cH:12][cH:13][c:14]([F:17])[cH:15][cH:16]2)[cH:6][cH:7]1.